describe an organic reaction: reactants, conditions, products, and yield From a dataset of the Open Reaction Database (ORD), a public repository of structured organic reaction records. Reactants: C(C)(=O)SC1=C(N2C([C@@H](C2S1)[C@@H](C)O)=O)C(=O)OCC1=CC=C(C=C1)[N+](=O)[O-] (4-nitrobenzyl 3-acetylthio-6(S)-(1(R)-hydroxyethyl)-7-oxo-4-thia-1-azabicyclo[3,2,0]hept-2-en-2-carboxylate), 5R, 5S, N1C=NC=C1 (imidazole). Run in O1CCOCC1 (dioxan), O (water), Cl (hydrochloric acid), O (water). The product is O[C@H](C)[C@@H]1C2SC(C(N2C1=O)C(=O)OCC1=CC=C(C=C1)[N+](=O)[O-])=S (4-Nitrobenzyl 6(S)-[1(R)-hydroxyethyl]-7-oxo-3-thioxo-4-thia-1-azabicyclo[3,2,0]heptane-2-carboxylate). As a reaction SMILES: C([S:4][C:5]1[S:11][CH:10]2[N:7]([C:8](=[O:15])[C@@H:9]2[C@H:12]([OH:14])[CH3:13])[C:6]=1[C:16]([O:18][CH2:19][C:20]1[CH:25]=[CH:24][C:23]([N+:26]([O-:28])=[O:27])=[CH:22][CH:21]=1)=[O:17])(=O)C.N1C=CN=C1>O1CCOCC1.O.Cl>[OH:14][C@@H:12]([C@H:9]1[C:8](=[O:15])[N:7]2[CH:10]1[S:11][C:5](=[S:4])[CH:6]2[C:16]([O:18][CH2:19][C:20]1[CH:25]=[CH:24][C:23]([N+:26]([O-:28])=[O:27])=[CH:22][CH:21]=1)=[O:17])[CH3:13]. Procedure: To a stirred solution of 0.039 g of 4-nitrobenzyl 3-acetylthio-6(S)-(1(R)-hydroxyethyl)-7-oxo-4-thia-1-azabicyclo[3,2,0]hept-2-en-2-carboxylate in a mixture of 1.5 ml of dioxan and 0.15 ml of water was added 0.0069 g of imidazole at room temperature. After 5 minutes the mixture was diluted with 3 ml of 1M hydrochloric acid and 5 ml of water, and then extracted into ethyl acetate. The combined organic extracts were washed with water and dried over magnesium sulphate. The resulting solution was ev... Reactants: BrCc1ccccc1, O=C([O-])[O-], CC#N, O=[N+]([O-])c1ccc(O)cc1F, [K+], [K+]. Product: O=[N+]([O-])c1ccc(OCc2ccccc2)cc1F. As a reaction SMILES: [Br:18][CH2:19][c:20]1[cH:21][cH:22][cH:23][cH:24][cH:25]1.[C:12](=[O:13])([O-:14])[O-:15].[CH3:26][C:27]#[N:28].[F:1][c:2]1[cH:3][c:4]([OH:11])[cH:5][cH:6][c:7]1[N+:8](=[O:9])[O-:10].[K+:16].[K+:17]>>[F:1][c:2]1[cH:3][c:4]([O:11][CH2:19][c:20]2[cH:21][cH:22][cH:23][cH:24][cH:25]2)[cH:5][cH:6][c:7]1[N+:8](=[O:9])[O-:10]. Starting materials: O=C([O-])[O-], COC(=O)Cl, ClCCl, CC(NCCC(=O)c1ccccc1)c1ccc(Cl)cc1, [Na+], [Na+], O. Yields the product COC(=O)N(CCC(=O)c1ccccc1)C(C)c1ccc(Cl)cc1. Reaction SMILES: [C:26](=[O:27])([O-:28])[O-:29].[Cl:1][C:2](=[O:3])[O:4][CH3:5].[Cl:32][CH2:33][Cl:34].[Cl:6][c:7]1[cH:8][cH:9][c:10]([CH:13]([CH3:14])[NH:15][CH2:16][CH2:17][C:18](=[O:19])[c:20]2[cH:21][cH:22][cH:23][cH:24][cH:25]2)[cH:11][cH:12]1.[Na+:30].[Na+:31].[OH2:35]>>[C:2](=[O:3])([O:4][CH3:5])[N:15]([CH:13]([c:10]1[cH:9][cH:8][c:7]([Cl:6])[cH:12][cH:11]1)[CH3:14])[CH2:16][CH2:17][C:18](=[O:19])[c:20]1[cH:21][cH:22][cH:23][cH:24][cH:25]1. The reactants are O=C([O-])O, CCCCCCCCc1ccc(OCC(O)Cn2ccc(C(=O)OC(C)(C)C)c2)cc1, CC(=O)OC(C)=O, CS(C)=O, [Cl-], [Na+], [Na+]. The product is CCCCCCCCc1ccc(OCC(=O)Cn2ccc(C(=O)OC(C)(C)C)c2)cc1. Reaction SMILES: [C:39](=[O:40])([O-:41])[OH:42].[C:8]([CH3:9])([CH3:10])([CH3:11])[O:12][C:13](=[O:14])[c:15]1[cH:16][n:17]([CH2:20][CH:21]([CH2:22][O:23][c:24]2[cH:25][cH:26][c:27]([CH2:30][CH2:31][CH2:32][CH2:33][CH2:34][CH2:35][CH2:36][CH3:37])[cH:28][cH:29]2)[OH:38])[cH:18][cH:19]1.[CH3:1][C:2]([O:3][C:4](=[O:5])[CH3:6])=[O:7].[CH3:46][S:47]([CH3:48])=[O:49].[Cl-:44].[Na+:43].[Na+:45]>>[C:8]([CH3:9])([CH3:10])([CH3:11])[O:12][C:13](=[O:14])[c:15]1[cH:16][n:17]([CH2:20][C:21]([CH2:22][O:23][c:24]2[cH:25][cH:26][c:27]([CH2:30][CH2:31][CH2:32][CH2:33][CH2:34][CH2:35][CH2:36][CH3:37])[cH:28][cH:29]2)=[O:38])[cH:18][cH:19]1.